The task is: describe an organic reaction: reactants, conditions, products, and yield. This data is from the Open Reaction Database (ORD), a public repository of structured organic reaction records. Reactants: CCO, O=C1OC(c2c(O)c3ccccc3oc2=O)c2ccccc21. Product: O=C(O)c1ccccc1Cc1c(O)c2ccccc2oc1=O. Reaction SMILES: [CH3:23][CH2:24][OH:25].[OH:1][c:2]1[c:3]([CH:13]2[O:14][C:15](=[O:22])[c:16]3[cH:17][cH:18][cH:19][cH:20][c:21]32)[c:4](=[O:12])[o:5][c:6]2[cH:7][cH:8][cH:9][cH:10][c:11]12>>[OH:1][c:2]1[c:3]([CH2:13][c:21]2[c:16]([C:15](=[O:14])[OH:22])[cH:17][cH:18][cH:19][cH:20]2)[c:4](=[O:12])[o:5][c:6]2[cH:7][cH:8][cH:9][cH:10][c:11]12. Reactants: C(C)(=O)C=1C(=C2C(=NC=NN2C1CN1CCOCC1)N)C1=CC(=C(C=C1)NC(OC(C)(C)C)=O)F (tert-butyl {4-[6-acetyl-4-amino-7-(morpholin-4-ylmethyl)pyrrolo[2,1-f][1,2,4]triazin-5-yl]-2 fluorophenyl}-carbamate), FC(C(=O)O)(F)F (trifluoroacetic acid), C(=O)(O)[O-].[Na+] (NaHCO3). Solvent: C(Cl)Cl (CH2Cl2). Conditions: time 30 minute. Yields the product NC1=NC=NN2C1=C(C(=C2CN2CCOCC2)C(C)=O)C2=CC(=C(C=C2)N)F (1-[4-amino-5-(4-amino-3-fluorophenyl)-7-(morpholin-4-ylmethyl)pyrrolo[2,1-f][1,2,4]triazin-6-yl]ethanone). Isolated yield 93.3%. RXN SMILES: [C:1]([C:4]1[C:5]([C:21]2[CH:26]=[CH:25][C:24]([NH:27]C(=O)OC(C)(C)C)=[C:23]([F:35])[CH:22]=2)=[C:6]2[N:11]([C:12]=1[CH2:13][N:14]1[CH2:19][CH2:18][O:17][CH2:16][CH2:15]1)[N:10]=[CH:9][N:8]=[C:7]2[NH2:20])(=[O:3])[CH3:2].FC(F)(F)C(O)=O.C([O-])(O)=O.[Na+]>C(Cl)Cl>[NH2:20][C:7]1[C:6]2=[C:5]([C:21]3[CH:26]=[CH:25][C:24]([NH2:27])=[C:23]([F:35])[CH:22]=3)[C:4]([C:1](=[O:3])[CH3:2])=[C:12]([CH2:13][N:14]3[CH2:19][CH2:18][O:17][CH2:16][CH2:15]3)[N:11]2[N:10]=[CH:9][N:8]=1 |f:2.3|. Procedure: To a solution of CH2Cl2 (50 mL) was added of tert-butyl {4-[6-acetyl-4-amino-7-(morpholin-4-ylmethyl)pyrrolo[2,1-f][1,2,4]triazin-5-yl]-2 fluorophenyl}-carbamate (291 mg, 0.60 mmol) followed by trifluoroacetic acid (5 mL). The solution was allowed to stir for 30 min at rt. Aq saturated NaHCO3 was added to the solution until bubbling stopped. Additionally CH2Cl2 was added and the solution was then transferred to a separatory funnel. The organic layer was isolated while the aqueous layer was back ...